Dataset: the Open Reaction Database (ORD), a public repository of structured organic reaction records. Task: describe an organic reaction: reactants, conditions, products, and yield Reactants: CCO, Cl, COC(=O)c1ccc(-c2nnc(-c3ccc(N4CCCCC4)nc3)s2)cc1, [Na+], C1CCOC1, [OH-], O. The product is Cl, O=C(O)c1ccc(-c2nnc(-c3ccc(N4CCCCC4)nc3)s2)cc1. Reaction SMILES: [CH3:37][CH2:38][OH:39].[ClH:35].[N:1]1([c:7]2[n:8][cH:9][c:10](-[c:13]3[n:14][n:15][c:16](-[c:18]4[cH:19][cH:20][c:21]([C:22](=[O:23])[O:24][CH3:25])[cH:26][cH:27]4)[s:17]3)[cH:11][cH:12]2)[CH2:2][CH2:3][CH2:4][CH2:5][CH2:6]1.[Na+:34].[O:28]1[CH2:29][CH2:30][CH2:31][CH2:32]1.[OH-:33].[OH2:36]>>[ClH:35].[N:1]1([c:7]2[n:8][cH:9][c:10](-[c:13]3[n:14][n:15][c:16](-[c:18]4[cH:19][cH:20][c:21]([C:22](=[O:23])[OH:24])[cH:26][cH:27]4)[s:17]3)[cH:11][cH:12]2)[CH2:2][CH2:3][CH2:4][CH2:5][CH2:6]1. Reported procedure: A 50.0 g portion (0.15 mol) of 2,3,4,5-tetrachloro-6-(trichloromethyl)pyridine was dissolved in 50 ml of warm dimethyl sulfoxide and 100 ml of methanol was added. Sodium methoxide (68.5 ml of 25 percent solution in methanol, 0.30 mol) was added, with stirring, over a 30 minute period and the resulting mixture was heated to reflux, with stirring, for two hours. After cooling, the mixture was poured into ice water and the aqueous mixture was extracted twice with methylene chloride. The extract was... Reaction conditions: time 30 minute. The solvent is CS(=O)C (dimethyl sulfoxide). Reaction SMILES: Cl[C:2]1[C:7]([Cl:8])=[C:6](Cl)[C:5]([Cl:10])=[C:4]([C:11]([Cl:14])([Cl:13])[Cl:12])[N:3]=1.[CH3:15][OH:16].[CH3:17][O-:18].[Na+]>CS(C)=O>[Cl:8][C:7]1[C:2]([O:18][CH3:17])=[N:3][C:4]([C:11]([Cl:14])([Cl:13])[Cl:12])=[C:5]([Cl:10])[C:6]=1[O:16][CH3:15] |f:2.3|. Product: ClC=1C(=NC(=C(C1OC)Cl)C(Cl)(Cl)Cl)OC (3,5-dichloro-2,4-dimethoxy-6-(trichloromethyl)pyridine). Starting materials: ice water, ClC1=NC(=C(C(=C1Cl)Cl)Cl)C(Cl)(Cl)Cl (2,3,4,5-tetrachloro-6-(trichloromethyl)pyridine), C[O-].[Na+] (Sodium methoxide), CO (methanol). Starting materials: CC1(OB(OC1(C)C)C=1C=NC(=NC1)C(C)(C)O)C (2-[5-(4,4,5,5-tetramethyl-1,3,2-dioxaborolan-2-yl)pyrimidin-2-yl]propan-2-ol), OCCNC(=O)NC=1SC2=C(N1)C=C(C=C2C2=NC=CC=C2)OS(=O)(=O)C(F)(F)F ([2-(2-hydroxyethylcarbamoylamino)-7-(2-pyridyl)-1,3-benzothiazol-5-yl]trifluoromethanesulfonate), C(=O)([O-])[O-].[Cs+].[Cs+] (Cs2CO3). The reagents and catalysts are C1=CC=C(C=C1)P([C-]2C=CC=C2)C3=CC=CC=C3.C1=CC=C(C=C1)P([C-]2C=CC=C2)C3=CC=CC=C3.Cl[Pd]Cl.[Fe+2] (PdCl2(dppf)). The solvent is O1CCOCC1 (1,4-dioxane), O (H2O). Conditions: temperature 100 celsius. The product is OCCNC(=O)NC=1SC2=C(N1)C=C(C=C2C2=NC=CC=C2)C=2C=NC(=NC2)C(C)(C)O (1-(2-hydroxyethyl)-3-(5-(2-(2-hydroxypropan-2-yl)pyrimidin-5-yl)-7-(pyridin-2-yl)benzo[d]thiazol-2-yl)urea). Reaction SMILES: CC1(C)C(C)(C)OB([C:9]2[CH:10]=[N:11][C:12]([C:15]([OH:18])([CH3:17])[CH3:16])=[N:13][CH:14]=2)O1.[OH:20][CH2:21][CH2:22][NH:23][C:24]([NH:26][C:27]1[S:28][C:29]2[C:35]([C:36]3[CH:41]=[CH:40][CH:39]=[CH:38][N:37]=3)=[CH:34][C:33](OS(C(F)(F)F)(=O)=O)=[CH:32][C:30]=2[N:31]=1)=[O:25].C([O-])([O-])=O.[Cs+].[Cs+]>O1CCOCC1.O.C1C=CC(P(C2C=CC=CC=2)[C-]2C=CC=C2)=CC=1.C1C=CC(P(C2C=CC=CC=2)[C-]2C=CC=C2)=CC=1.Cl[Pd]Cl.[Fe+2]>[OH:20][CH2:21][CH2:22][NH:23][C:24]([NH:26][C:27]1[S:28][C:29]2[C:35]([C:36]3[CH:41]=[CH:40][CH:39]=[CH:38][N:37]=3)=[CH:34][C:33]([C:9]3[CH:14]=[N:13][C:12]([C:15]([OH:18])([CH3:16])[CH3:17])=[N:11][CH:10]=3)=[CH:32][C:30]=2[N:31]=1)=[O:25] |f:2.3.4,7.8.9.10|. Procedure details: To a solution of iii (165 mg, 0.626 mmol) in 1,4-dioxane (12 mL) was added ii (193 mg, 0.417 mmol) and PdCl2(dppf) (34 mg, 0.042 mmol). A solution of Cs2CO3 (410 mg, 1.30 mmol) in H2O (3 mL) was added, the reaction vessel sealed, then evacuated/purged with argon (×3). The mixture was then heated under microwave irradiation at 100° C. for 30 min. LCMS analysis indicated complete conversion. The mixture was diluted with EtOAc (100 mL), washed with H2O, brine, then separated and dried (Na2SO4). The... Reactants: CCc1nc2cc(F)ccc2n1C1CCN(Cc2ccccc2)CC1, CO. The product is CCc1nc2cc(F)ccc2n1C1CCNCC1. Reaction SMILES: [CH2:1]([c:2]1[cH:3][cH:4][cH:5][cH:6][cH:7]1)[N:8]1[CH2:9][CH2:10][CH:11]([n:14]2[c:15]([CH2:24][CH3:25])[n:16][c:17]3[c:18]2[cH:19][cH:20][c:21]([F:23])[cH:22]3)[CH2:12][CH2:13]1.[CH3:26][OH:27]>>[NH:8]1[CH2:9][CH2:10][CH:11]([n:14]2[c:15]([CH2:24][CH3:25])[n:16][c:17]3[c:18]2[cH:19][cH:20][c:21]([F:23])[cH:22]3)[CH2:12][CH2:13]1. The reactants are ClCCCl, CCOC(C)=O, O=Cc1ccc(C(=O)O)cc1, CC(C)(C)OC(=O)Nc1ccccc1N, CN(C)C=O, On1nnc2ccccc21. Product: CC(C)(C)OC(=O)Nc1ccccc1NC(=O)c1ccc(C=O)cc1. Reaction SMILES: [CH2:27]([Cl:28])[CH2:29][Cl:30].[CH3:46][CH2:47][O:48][C:49]([CH3:50])=[O:51].[CH:1](=[O:2])[c:3]1[cH:4][cH:5][c:6]([C:7](=[O:8])[OH:9])[cH:10][cH:11]1.[NH2:12][c:13]1[c:14]([NH:19][C:20]([O:21][C:22]([CH3:23])([CH3:24])[CH3:25])=[O:26])[cH:15][cH:16][cH:17][cH:18]1.[O:41]=[CH:42][N:43]([CH3:44])[CH3:45].[OH:31][n:32]1[c:33]2[c:34]([cH:35][cH:36][cH:37][cH:38]2)[n:39][n:40]1>>[CH:1](=[O:2])[c:3]1[cH:4][cH:5][c:6]([C:7](=[O:9])[NH:12][c:13]2[c:14]([NH:19][C:20]([O:21][C:22]([CH3:23])([CH3:24])[CH3:25])=[O:26])[cH:15][cH:16][cH:17][cH:18]2)[cH:10][cH:11]1. Starting materials: FC=1C=CC=C2C(=CNC12)CNC1=C(C(=O)O)C=CC=C1 (2-[(7-fluoro-1H-indol-3-ylmethyl)-amino]-benzoic acid), C(C)(C)(C)OC(=O)N1CC2=CC(=CC=C2C(C1)(C)C)N (7-amino-4,4-dimethyl-3,4-dihydro-1H-isoquinoline-2-carboxylic acid tert-butyl ester), CN(C)C(=[N+](C)C)ON1C2=C(C=CC=C2)N=N1.[B-](F)(F)(F)F (TBTU), CCN(C(C)C)C(C)C (DIEA). Run in C(Cl)Cl (CH2Cl2), C(Cl)Cl (CH2Cl2). Conditions: time 16 hour. Yields the product C(C)(C)(C)OC(=O)N1CC2=CC(=CC=C2C(C1)(C)C)NC(C1=C(C=CC=C1)NCC1=CNC2=C(C=CC=C12)F)=O (7-{2-[(7-fluoro-1H-indol-3-ylmethyl)-amino]-benzoylamino}-4,4-dimethyl-3,4-dihydro-1H-isoquinoline-2-carboxylic acid tert-butyl ester). Reaction SMILES: [F:1][C:2]1[CH:3]=[CH:4][CH:5]=[C:6]2[C:10]=1[NH:9][CH:8]=[C:7]2[CH2:11][NH:12][C:13]1[CH:21]=[CH:20][CH:19]=[CH:18][C:14]=1[C:15]([OH:17])=O.[C:22]([O:26][C:27]([N:29]1[CH2:38][C:37]([CH3:40])([CH3:39])[C:36]2[C:31](=[CH:32][C:33]([NH2:41])=[CH:34][CH:35]=2)[CH2:30]1)=[O:28])([CH3:25])([CH3:24])[CH3:23].CN(C(ON1N=NC2C=CC=CC1=2)=[N+](C)C)C.[B-](F)(F)(F)F.CCN(C(C)C)C(C)C>C(Cl)Cl>[C:22]([O:26][C:27]([N:29]1[CH2:38][C:37]([CH3:40])([CH3:39])[C:36]2[C:31](=[CH:32][C:33]([NH:41][C:15](=[O:17])[C:14]3[CH:18]=[CH:19][CH:20]=[CH:21][C:13]=3[NH:12][CH2:11][C:7]3[C:6]4[C:10](=[C:2]([F:1])[CH:3]=[CH:4][CH:5]=4)[NH:9][CH:8]=3)=[CH:34][CH:35]=2)[CH2:30]1)=[O:28])([CH3:25])([CH3:23])[CH3:24] |f:2.3|. Procedure details: A mixture of 2-[(7-fluoro-1H-indol-3-ylmethyl)-amino]-benzoic acid (Step A, 200 mg, 0.70 mmol), 7-amino-4,4-dimethyl-3,4-dihydro-1H-isoquinoline-2-carboxylic acid tert-butyl ester (194 mg, 0.70 mmol), TBTU (247 mg, 0.80 mmol), and DIEA (0.25 mL, 1.4 mmol) in CH2Cl2 (5 mL) was stirred at RT under N2 atmosphere for 16 h. The mixture was diluted with CH2Cl2 (5 mL) and extracted with water (2×10 mL). The crude material was purified with flash chromatography (SiO2, 15% EtOAc/hexane) to give a yellow ... Starting materials: O=S(=O)(Cl)CC(F)(F)F, Cn1c(C#N)ccc1-c1ccc(N)cc1. Product: Cn1c(C#N)ccc1-c1ccc(NS(=O)(=O)CC(F)(F)F)cc1. Reaction SMILES: [F:16][C:17]([CH2:18][S:19](=[O:20])(=[O:21])[Cl:22])([F:23])[F:24].[NH2:1][c:2]1[cH:3][cH:4][c:5](-[c:8]2[cH:9][cH:10][c:11]([C:14]#[N:15])[n:12]2[CH3:13])[cH:6][cH:7]1>>[NH:1]([c:2]1[cH:3][cH:4][c:5](-[c:8]2[cH:9][cH:10][c:11]([C:14]#[N:15])[n:12]2[CH3:13])[cH:6][cH:7]1)[S:19]([CH2:18][C:17]([F:16])([F:23])[F:24])(=[O:20])=[O:21]. The reactants are ClC=1C=C2C(=NC1)N(C=C2I)[Si](C(C)C)(C(C)C)C(C)C (5-chloro-3-iodo-1-(triisopropylsilyl)-1H-pyrrolo[2,3-b]pyridine), C(C)(C)[Mg]Cl (iso-propyl-magnesium chloride), C(C)(C)(C)OC(N(C=1SC(=C(N1)Cl)C=O)CC1=CC=C(C=C1)F)=O ((4-fluoro-benzyl)-(4-chloro-5-formyl-thiazol-2-yl)-carbamic acid tert-butyl ester). The solvent is O1CCCC1 (tetrahydrofuran), O1CCCC1 (tetrahydrofuran). Conditions: temperature 0 celsius. Yields the product C(C)(C)(C)OC(N(CC1=CC=C(C=C1)F)C=1SC(=CN1)C(O)C1=CN(C2=NC=C(C=C21)Cl)[Si](C(C)C)(C(C)C)C(C)C)=O ({5-[(5-chloro-1-triisopropylsilanyl-1H-pyrrolo[2,3-b]pyridin-3-yl)-hydroxy-methyl]-thiazol-2-yl}-(4-fluoro-benzyl)-carbamic acid tert-butyl ester). The yield is 29.5%. RXN SMILES: [Cl:1][C:2]1[CH:3]=[C:4]2[C:10](I)=[CH:9][N:8]([Si:12]([CH:19]([CH3:21])[CH3:20])([CH:16]([CH3:18])[CH3:17])[CH:13]([CH3:15])[CH3:14])[C:5]2=[N:6][CH:7]=1.C([Mg]Cl)(C)C.[C:27]([O:31][C:32](=[O:50])[N:33]([CH2:42][C:43]1[CH:48]=[CH:47][C:46]([F:49])=[CH:45][CH:44]=1)[C:34]1[S:35][C:36]([CH:40]=[O:41])=[C:37](Cl)[N:38]=1)([CH3:30])([CH3:29])[CH3:28]>O1CCCC1>[C:27]([O:31][C:32](=[O:50])[N:33]([C:34]1[S:35][C:36]([CH:40]([C:10]2[C:4]3[C:5](=[N:6][CH:7]=[C:2]([Cl:1])[CH:3]=3)[N:8]([Si:12]([CH:19]([CH3:21])[CH3:20])([CH:16]([CH3:18])[CH3:17])[CH:13]([CH3:15])[CH3:14])[CH:9]=2)[OH:41])=[CH:37][N:38]=1)[CH2:42][C:43]1[CH:44]=[CH:45][C:46]([F:49])=[CH:47][CH:48]=1)([CH3:30])([CH3:28])[CH3:29]. Procedure: To a solution of 5-chloro-3-iodo-1-(triisopropylsilyl)-1H-pyrrolo[2,3-b]pyridine (626, 300 mg, 0.69 mmol) in tetrahydrofuran (10 mL) at −20° C. was added dropwise iso-propyl-magnesium chloride (2M in tetrahydrofuran, 0.44 mL, 0.88 mmol). The reaction mixture was allowed to warm to 0° C. over 10 minutes and then cooled to −40° C. To this reaction mixture was added a solution of (4-fluoro-benzyl)-(4-chloro-5-formyl-thiazol-2-yl)-carbamic acid tert-butyl ester (625, 211 mg, 0.63 mmol) in tetrahydro... Reactants: ClCCl, COCCN, COc1cc(Nc2ncc(C=O)s2)ccc1-n1cnc(C)c1, C1CCOC1. Product: COCCNCc1cnc(Nc2ccc(-n3cnc(C)c3)c(OC)c2)s1. RXN SMILES: [CH2:33]([Cl:34])[Cl:35].[CH3:1][O:2][CH2:3][CH2:4][NH2:5].[CH3:6][O:7][c:8]1[cH:9][c:10]([NH:20][c:21]2[s:22][c:23]([CH:26]=[O:27])[cH:24][n:25]2)[cH:11][cH:12][c:13]1-[n:14]1[cH:15][n:16][c:17]([CH3:19])[cH:18]1.[O:28]1[CH2:29][CH2:30][CH2:31][CH2:32]1>>[CH3:1][O:2][CH2:3][CH2:4][NH:5][CH2:26][c:23]1[s:22][c:21]([NH:20][c:10]2[cH:9][c:8]([O:7][CH3:6])[c:13](-[n:14]3[cH:15][n:16][c:17]([CH3:19])[cH:18]3)[cH:12][cH:11]2)[n:25][cH:24]1.